Dataset: the Open Reaction Database (ORD), a public repository of structured organic reaction records. Task: describe an organic reaction: reactants, conditions, products, and yield The reactants are CCOC(=O)n1c(C(=O)c2ccc(F)cc2)c(NC(C)=O)c2ccc(Cl)cc21, CCO, CCCCCC. The product is CC(=O)Nc1c(C(=O)c2ccc(F)cc2)[nH]c2cc(Cl)ccc12. As a reaction SMILES: [C:1]([CH3:2])(=[O:3])[NH:4][c:5]1[c:6]([C:20]([c:21]2[cH:22][cH:23][c:24]([F:27])[cH:25][cH:26]2)=[O:28])[n:7]([C:15]([O:16][CH2:17][CH3:18])=[O:19])[c:8]2[cH:9][c:10]([Cl:14])[cH:11][cH:12][c:13]12.[CH2:35]([OH:36])[CH3:37].[CH3:29][CH2:30][CH2:31][CH2:32][CH2:33][CH3:34]>>[C:1]([CH3:2])(=[O:3])[NH:4][c:5]1[c:6]([C:20]([c:21]2[cH:22][cH:23][c:24]([F:27])[cH:25][cH:26]2)=[O:28])[nH:7][c:8]2[cH:9][c:10]([Cl:14])[cH:11][cH:12][c:13]12. The reactants are C(CC(O)(C(=O)O)CC(=O)O)(=O)O (citric acid), [H-].[Na+] (Sodium hydride), [Si](C)(C)(C(C)(C)C)OC[C@H](C)OC[C@@H](C(=O)OC)O ((S)-methyl 3-((S)-1-(tert-butyldimethylsilyloxy)propan-2-yloxy)-2-hydroxypropanoate), ClC1=C2C(=NC=N1)N(N=C2)C2=NC=CC=C2Cl (4-chloro-1-(3-chloropyridin-2-yl)-1H-pyrazolo[3,4-d]pyrimidine). Solvent: C1CCOC1 (THF). Reaction conditions: temperature 0 celsius, time 10 minute. Product: [Si](C)(C)(C(C)(C)C)OC[C@H](C)OC[C@@H](C(=O)OC)OC1=C2C(=NC=N1)N(N=C2)C2=NC=CC=C2Cl ((2S)-methyl 3-((S)-1-(tert-butyldimethylsilyloxy)propan-2-yloxy)-2-(1-(3-chloropyridin-2-yl)-1H-pyrazolo[3,4-d]pyrimidin-4-yloxy)propanoate). Yield: 69.5%. As a reaction SMILES: [H-].[Na+].[Si:3]([O:10][CH2:11][C@@H:12]([O:14][CH2:15][C@H:16]([OH:21])[C:17]([O:19][CH3:20])=[O:18])[CH3:13])([C:6]([CH3:9])([CH3:8])[CH3:7])([CH3:5])[CH3:4].Cl[C:23]1[N:28]=[CH:27][N:26]=[C:25]2[N:29]([C:32]3[C:37]([Cl:38])=[CH:36][CH:35]=[CH:34][N:33]=3)[N:30]=[CH:31][C:24]=12.C(O)(=O)CC(CC(O)=O)(C(O)=O)O>C1COCC1>[Si:3]([O:10][CH2:11][C@@H:12]([O:14][CH2:15][C@H:16]([O:21][C:23]1[N:28]=[CH:27][N:26]=[C:25]2[N:29]([C:32]3[C:37]([Cl:38])=[CH:36][CH:35]=[CH:34][N:33]=3)[N:30]=[CH:31][C:24]=12)[C:17]([O:19][CH3:20])=[O:18])[CH3:13])([C:6]([CH3:9])([CH3:8])[CH3:7])([CH3:5])[CH3:4] |f:0.1|. Reported procedure: Sodium hydride (0.219 g, 5.48 mmol) was added to (S)-methyl 3-((S)-1-(tert-butyldimethylsilyloxy)propan-2-yloxy)-2-hydroxypropanoate (Intermediate AO1) (1.336 g, 4.57 mmol) in anhydrous THF (30 mL) at 0° C. under nitrogen. The resulting solution was stirred at 0° C. for 10 minutes and then 4-chloro-1-(3-chloropyridin-2-yl)-1H-pyrazolo[3,4-d]pyrimidine (1.216 g, 4.57 mmol) was added. The reaction mixture was allowed to warm to room temperature and stirred for 1 hour. The reaction mixture was neut...